Dataset: the Open Reaction Database (ORD), a public repository of structured organic reaction records. Task: describe an organic reaction: reactants, conditions, products, and yield The product is OC=1C=C(C[C@H]2C(N3CCC[C@@H](C(OCCCC/C=C/CC[C@H]([C@H](C(N[C@H](C(N2)=O)C(C)C)=O)C)OC)=O)N3)=O)C=CC1 ((E)-(3S,6S,9R,10R,21S)-3-(3-Hydroxy-benzyl)-6-isopropyl-10-methoxy-9-methyl-19-oxa-1,4,7,25-tetraaza-bicyclo[19.3.1]pentacos-13-ene-2,5,8,20-tetraone). Run in O1CCCC1 (tetrahydrofuran), O1CCCC1 (tetrahydrofuran). Procedure: A stirred solution of (E)-(3S,6S,9R,10R,21S)-3-[3-(tert-butyl-dimethyl-silanyloxy)-benzyl]-6-isopropyl-10-methoxy-9-methyl-19-oxa-1,4,7,25-tetraaza-bicyclo[19.3.1]pentacos-13-ene-2,5,8,20-tetraone in anhydrous tetrahydrofuran (15 mL) was cooled to 0° C. under a nitrogen atmosphere before adding a solution of tetra-N-butylammonium fluoride in tetrahydrofuran (1 M, 0.6 mL, 0.6 mmol). The reaction mixture was allowed to warm to room temperature and was then stirred for 1.5 hours. The reaction mixtu... As a reaction SMILES: C([Si](C)(C)[O:6][C:7]1[CH:8]=[C:9]([CH:46]=[CH:47][CH:48]=1)[CH2:10][C@@H:11]1[NH:34][C:33](=[O:35])[C@H:32]([CH:36]([CH3:38])[CH3:37])[NH:31][C:30](=[O:39])[C@H:29]([CH3:40])[C@H:28]([O:41][CH3:42])[CH2:27][CH2:26][CH:25]=[CH:24][CH2:23][CH2:22][CH2:21][CH2:20][O:19][C:18](=[O:43])[C@H:17]2[NH:44][N:13]([CH2:14][CH2:15][CH2:16]2)[C:12]1=[O:45])(C)(C)C.CCCC[N+](CCCC)(CCCC)CCCC.[F-].C(=O)(O)[O-].[Na+]>O1CCCC1>[OH:6][C:7]1[CH:8]=[C:9]([CH:46]=[CH:47][CH:48]=1)[CH2:10][C@@H:11]1[NH:34][C:33](=[O:35])[C@H:32]([CH:36]([CH3:38])[CH3:37])[NH:31][C:30](=[O:39])[C@H:29]([CH3:40])[C@H:28]([O:41][CH3:42])[CH2:27][CH2:26][CH:25]=[CH:24][CH2:23][CH2:22][CH2:21][CH2:20][O:19][C:18](=[O:43])[C@H:17]2[NH:44][N:13]([CH2:14][CH2:15][CH2:16]2)[C:12]1=[O:45] |f:1.2,3.4|. Reactants: CCCC[N+](CCCC)(CCCC)CCCC.[F-] (tetra-N-butylammonium fluoride), C(C)(C)(C)[Si](OC=1C=C(C[C@H]2C(N3CCC[C@@H](C(OCCCC/C=C/CC[C@H]([C@H](C(N[C@H](C(N2)=O)C(C)C)=O)C)OC)=O)N3)=O)C=CC1)(C)C ((E)-(3S,6S,9R,10R,21S)-3-[3-(tert-butyl-dimethyl-silanyloxy)-benzyl]-6-isopropyl-10-methoxy-9-methyl-19-oxa-1,4,7,25-tetraaza-bicyclo[19.3.1]pentacos-13-ene-2,5,8,20-tetraone), C([O-])(O)=O.[Na+] (sodium bicarbonate). Reaction conditions: time 1.5 hour.